From a dataset of the Open Reaction Database (ORD), a public repository of structured organic reaction records. describe an organic reaction: reactants, conditions, products, and yield Starting materials: C(N)(=O)[C@@H]1CC[C@H](CC1)COC1=C(C=C(C=N1)S(=O)(=O)NC(C1=C(C=C(C=C1)N1CCN(CC1)CC1=C(CC(CC1)(C)C)C1=CC=C(C=C1)Cl)OC1=C2C=NNC2=CC=C1)=O)Cl (N-({6-[(trans-4-carbamoylcyclohexyl)methoxy]-5-chloropyridin-3-yl}sulfonyl)-4-(4-{[2-(4-chlorophenyl)-4,4-dimethylcyclohex-1-en-1-yl]methyl}piperazin-1-yl)-2-(1H-indazol-4-yloxy)benzamide). Solvent: O1CCOCC1 (dioxane), N1=CC=CC=C1 (pyridine). Run at time 1 hour. The product is ClC=1C=C(C=NC1OC[C@@H]1CC[C@H](CC1)C#N)S(=O)(=O)NC(C1=C(C=C(C=C1)N1CCN(CC1)CC1=C(CC(CC1)(C)C)C1=CC=C(C=C1)Cl)OC1=C2C=NNC2=CC=C1)=O (N-({5-chloro-6-[(trans-4-cyanocyclohexyl)methoxy]pyridin-3-yl}sulfonyl)-4-(4-{[2-(4-chlorophenyl)-4,4-dimethylcyclohex-1-en-1-yl]methyl}piperazin-1-yl)-2-(1H-indazol-4-yloxy)benzamide). As a reaction SMILES: [C:1]([C@H:4]1[CH2:9][CH2:8][C@H:7]([CH2:10][O:11][C:12]2[N:17]=[CH:16][C:15]([S:18]([NH:21][C:22](=[O:61])[C:23]3[CH:28]=[CH:27][C:26]([N:29]4[CH2:34][CH2:33][N:32]([CH2:35][C:36]5[CH2:41][CH2:40][C:39]([CH3:43])([CH3:42])[CH2:38][C:37]=5[C:44]5[CH:49]=[CH:48][C:47]([Cl:50])=[CH:46][CH:45]=5)[CH2:31][CH2:30]4)=[CH:25][C:24]=3[O:51][C:52]3[CH:60]=[CH:59][CH:58]=[C:57]4[C:53]=3[CH:54]=[N:55][NH:56]4)(=[O:20])=[O:19])=[CH:14][C:13]=2[Cl:62])[CH2:6][CH2:5]1)(=O)[NH2:2]>O1CCOCC1.N1C=CC=CC=1>[Cl:62][C:13]1[CH:14]=[C:15]([S:18]([NH:21][C:22](=[O:61])[C:23]2[CH:28]=[CH:27][C:26]([N:29]3[CH2:30][CH2:31][N:32]([CH2:35][C:36]4[CH2:41][CH2:40][C:39]([CH3:43])([CH3:42])[CH2:38][C:37]=4[C:44]4[CH:45]=[CH:46][C:47]([Cl:50])=[CH:48][CH:49]=4)[CH2:33][CH2:34]3)=[CH:25][C:24]=2[O:51][C:52]2[CH:60]=[CH:59][CH:58]=[C:57]3[C:53]=2[CH:54]=[N:55][NH:56]3)(=[O:20])=[O:19])[CH:16]=[N:17][C:12]=1[O:11][CH2:10][C@H:7]1[CH2:8][CH2:9][C@H:4]([C:1]#[N:2])[CH2:5][CH2:6]1. Procedure details: A solution of EXAMPLE 483D (50 mg) in dioxane (12 mL) and pyridine (1.2 mL) was cooled in an ice-water bath. The mixture was slightly warmed by removing the ice bath and then trifluoroacetic acid (0.3 mL) was added. The reaction was stirred for 1 hour and quenched with methanol and aqueous NaOH. The resulting mixture was stirred for 1 hour and concentrated. The residue was purified by reverse phase HPLC, and eluted with 40%-70% acetonitrile in 0.1% trifluoroacetic acid water over 40 minutes. The...